From a dataset of the Open Reaction Database (ORD), a public repository of structured organic reaction records. describe an organic reaction: reactants, conditions, products, and yield Starting materials: FC1=C(C#N)C=CC(=C1)C1=CNC2=CC(=CC=C12)[N+](=O)[O-] (2-Fluoro-4-(6-nitro-1H-indol-3-yl)-benzonitrile), C([O-])([O-])=O.[Cs+].[Cs+] (cesium carbonate), CN(C=O)C (dimethylformamide), C(#N)C(C)OS(=O)(=O)C1=CC=C(C=C1)C (toluene-4-sulfonic acid cyano-methyl-methyl ester). Solvent: O (water), [Cl-].[Na+].O (brine), C(C)(=O)OCC (ethyl acetate). Reaction conditions: time 10 minute. Product: C(#N)C(N1C=C(C2=CC=C(C=C12)[N+](=O)[O-])C1=CC(=C(C#N)C=C1)F)C (4-[1-(Cyano-methyl-methyl)-6-nitro-1H-indol-3-yl]-2-fluoro-benzonitrile). Isolated yield 47.3%. As a reaction SMILES: [F:1][C:2]1[CH:9]=[C:8]([C:10]2[C:18]3[C:13](=[CH:14][C:15]([N+:19]([O-:21])=[O:20])=[CH:16][CH:17]=3)[NH:12][CH:11]=2)[CH:7]=[CH:6][C:3]=1[C:4]#[N:5].C(=O)([O-])[O-].[Cs+].[Cs+].CN(C)C=O.[C:33]([CH:35](OS(C1C=CC(C)=CC=1)(=O)=O)[CH3:36])#[N:34]>O.[Cl-].[Na+].O.C(OCC)(=O)C>[C:33]([CH:35]([CH3:36])[N:12]1[C:13]2[C:18](=[CH:17][CH:16]=[C:15]([N+:19]([O-:21])=[O:20])[CH:14]=2)[C:10]([C:8]2[CH:7]=[CH:6][C:3]([C:4]#[N:5])=[C:2]([F:1])[CH:9]=2)=[CH:11]1)#[N:34] |f:1.2.3,7.8.9|. Reported procedure: Method LL Add 2-Fluoro-4-(6-nitro-1H-indol-3-yl)-benzonitrile (1.24 mmoles; 350 mg), cesium carbonate (3.61 mmoles; 1.18 g) and dimethylformamide (10 mL) to a reaction vessel equipped with a stir bar. Stir this mixture for 10 minutes at room temperature then add toluene-4-sulfonic acid cyano-methyl-methyl ester (3.11 mmoles; 701 mg). Stir the resulting mixture for 5 hours at 55° C. Dilute this material with water (25 mL), brine (50 mL) and ethyl acetate (50 mL). Separate the organics and extract... The reactants are C(=O)(OC)C=P(C1=CC=CC=C1)(C1=CC=CC=C1)C1=CC=CC=C1 ((carbomethoxymethylene)triphenylphosphorane), COC1=CC=C(C=C1)\C(=C/C=O)\C1=CC=CC=C1 ((Z)-3-(4-methoxyphenyl)-3-phenyl-2-propenal). Solvent: C(Cl)(Cl)(Cl)Cl (carbon tetrachloride), ClCCl (dichloromethane). Product: COC(\C=C\C=C(\C1=CC=CC=C1)/C1=CC=C(C=C1)OC)=O ((2E,4Z)-5-(4-methoxyphenyl)-5-phenyl-2,4-pentadienoic acid methyl ester). The yield is 71.0%. As a reaction SMILES: [CH3:1][O:2][C:3]1[CH:8]=[CH:7][C:6](/[C:9](/[C:13]2[CH:18]=[CH:17][CH:16]=[CH:15][CH:14]=2)=[CH:10]\[CH:11]=O)=[CH:5][CH:4]=1.[C:19]([CH:23]=P(C1C=CC=CC=1)(C1C=CC=CC=1)C1C=CC=CC=1)([O:21][CH3:22])=[O:20]>C(Cl)(Cl)(Cl)Cl.ClCCl>[CH3:22][O:21][C:19](=[O:20])/[CH:23]=[CH:11]/[CH:10]=[C:9](\[C:6]1[CH:7]=[CH:8][C:3]([O:2][CH3:1])=[CH:4][CH:5]=1)/[C:13]1[CH:18]=[CH:17][CH:16]=[CH:15][CH:14]=1. Procedure: As described in Example 99, (Z)-3-(4-methoxyphenyl)-3-phenyl-2-propenal (7.3 g) was treated with (carbomethoxymethylene)triphenylphosphorane (11.9 g) in carbon tetrachloride (50 mL) and dichloromethane (10 mL) overnight at room temperature. The crude ester was isolated in the usual way and purified by HPLC (ether-hexane; 1:7.5) to furnish 6.4 g of (2E,4Z)-5-(4-methoxyphenyl)-5-phenyl-2,4-pentadienoic acid methyl ester as an oil.